This data is from the Open Reaction Database (ORD), a public repository of structured organic reaction records. The task is: describe an organic reaction: reactants, conditions, products, and yield The reactants are BrC=1C=CC(=NC1)O (5-bromo-2-hydroxypyridine), CN1N=CC2=CC(=CC=C12)B(O)O (1-methyl-1H-indazol-5-ylboronic acid), C([O-])([O-])=O.[Na+].[Na+] (sodium carbonate). The reagents and catalysts are C=1C=CC(=CC1)[P](C=2C=CC=CC2)(C=3C=CC=CC3)[Pd]([P](C=4C=CC=CC4)(C=5C=CC=CC5)C=6C=CC=CC6)([P](C=7C=CC=CC7)(C=8C=CC=CC8)C=9C=CC=CC9)[P](C=1C=CC=CC1)(C=1C=CC=CC1)C=1C=CC=CC1 (tetrakis(triphenylphosphine)palladium(0)). The solvent is CN(C)C=O (DMF), C(Cl)Cl (CH2Cl2). Conditions: temperature 80 celsius. The product is CN1N=CC2=CC(=CC=C12)C=1C=CC(NC1)=O (5-(1-methyl-1H-indazol-5-yl)pyridin-2(1H)-one). Reaction SMILES: Br[C:2]1[CH:3]=[CH:4][C:5]([OH:8])=[N:6][CH:7]=1.[CH3:9][N:10]1[C:18]2[C:13](=[CH:14][C:15](B(O)O)=[CH:16][CH:17]=2)[CH:12]=[N:11]1.C(=O)([O-])[O-].[Na+].[Na+]>CN(C=O)C.C(Cl)Cl.C1C=CC([P]([Pd]([P](C2C=CC=CC=2)(C2C=CC=CC=2)C2C=CC=CC=2)([P](C2C=CC=CC=2)(C2C=CC=CC=2)C2C=CC=CC=2)[P](C2C=CC=CC=2)(C2C=CC=CC=2)C2C=CC=CC=2)(C2C=CC=CC=2)C2C=CC=CC=2)=CC=1>[CH3:9][N:10]1[C:18]2[C:13](=[CH:14][C:15]([C:2]3[CH:3]=[CH:4][C:5](=[O:8])[NH:6][CH:7]=3)=[CH:16][CH:17]=2)[CH:12]=[N:11]1 |f:2.3.4,^1:39,41,60,79|. Reported procedure: The suspension of 5-bromo-2-hydroxypyridine (80 mg, 0.46 mmol), 1-methyl-1H-indazol-5-ylboronic acid (121 mg, 0.69 mmol) and 2N sodium carbonate solution (1.0 mL, 2 mmol) in DMF (2.1 mL) was degassed with N2 for 5 minutes. To the mixture was added tetrakis(triphenylphosphine)palladium(0) (53 mg, 0.04 mmol), and the resulting mixture was heated at 80° C. overnight. The mixture was then diluted with CH2Cl2, extracted with H2O, brine, dried over Na2SO4, filtered and concentrated and purified by rev... Reactants: C(C)(C)(C)OC(NCC(N1C(C2=CC=CC=C2C1=O)=O)C1=CC(=CC=C1)Cl)=O ([2-(3-chloro-phenyl)-2-(1,3-dioxo-1,3-dihydro-isoindol-2-yl)-ethy]-carbamic acid tert-butyl ester), O.NN (hydrazine hydrate). Run in C1CCOC1 (THF), CO (methanol). Conditions: temperature 55 celsius. Product: C(C)(C)(C)OC(NCC(C1=CC(=CC=C1)Cl)N)=O ([2-amino-2-(3-chloro-phenyl)-ethyl]-carbamic acid tert-butyl ester). Reaction SMILES: [C:1]([O:5][C:6](=[O:28])[NH:7][CH2:8][CH:9]([C:21]1[CH:26]=[CH:25][CH:24]=[C:23]([Cl:27])[CH:22]=1)[N:10]1C(=O)C2C(=CC=CC=2)C1=O)([CH3:4])([CH3:3])[CH3:2].O.NN>C1COCC1.CO>[C:1]([O:5][C:6](=[O:28])[NH:7][CH2:8][CH:9]([NH2:10])[C:21]1[CH:26]=[CH:25][CH:24]=[C:23]([Cl:27])[CH:22]=1)([CH3:4])([CH3:2])[CH3:3] |f:1.2|. Procedure: To a stirred solution of [2-(3-chloro-phenyl)-2-(1,3-dioxo-1,3-dihydro-isoindol-2-yl)-ethy]-carbamic acid tert-butyl ester (2.5 g, 6.2 mmol) in THF (10 mL) and methanol (10 mL) was added hydrazine hydrate (3.1 g, 62 mmol). The mixture was heated a 55° C. for 1 hour. Then it was concentrated to dryness, dissolved in H2O (5 mL) and extracted with ethyl acetate (50 mL). The organic mixture was concentrated and purified by column chromatography (methanol:dichloromethane, 1:100) to afford [2-amino-2-... Reactants: C(CCC)OC(=O)C=1C(=C2C(=C(N1)C)SC(=C2)C)O (4-Hydroxy-2,7-dimethyl-thieno[2,3-c]pyridine-5-carboxylic acid butyl ester), NCC(=O)O (glycine), resultant mixture. Solvent: C[O-].[Na+] (NaOMe), CO (methanol), Cl (HCl). Product: OC1=C2C(=C(N=C1C(=O)NCC(=O)O)C)SC(=C2)C ([(4-Hydroxy-2,7-dimethyl-thieno[2,3-c]pyridine-5-carbonyl)-amino]-acetic acid). As a reaction SMILES: C(O[C:6]([C:8]1[C:9]([OH:19])=[C:10]2[CH:17]=[C:16]([CH3:18])[S:15][C:11]2=[C:12]([CH3:14])[N:13]=1)=[O:7])CCC.[NH2:20][CH2:21][C:22]([OH:24])=[O:23]>C[O-].[Na+].CO.Cl>[OH:19][C:9]1[C:8]([C:6]([NH:20][CH2:21][C:22]([OH:24])=[O:23])=[O:7])=[N:13][C:12]([CH3:14])=[C:11]2[S:15][C:16]([CH3:18])=[CH:17][C:10]=12 |f:2.3|. Reported procedure: 4-Hydroxy-2,7-dimethyl-thieno[2,3-c]pyridine-5-carboxylic acid butyl ester (30 mg, 0.11 mmol, example 5-b-A) and glycine (75 mg, 1.0 mmol) were suspended in 2.0 mL of 0.5 N NaOMe in methanol. The resultant mixture was heated to 120° C. for 10 min. using a CEM microwave reactor. The reaction mixture was cooled, and diluted with 0.25 N HCl until pH<3. The mixture was extracted two times with ethyl acetate, and the organic fractions were dried over anhydrous magnesium sulfate and concentrated to 27...